This data is from the Open Reaction Database (ORD), a public repository of structured organic reaction records. The task is: describe an organic reaction: reactants, conditions, products, and yield Reactants: COC(CN)OC, CCO, Cl, CCOC(=N)c1ccc(-c2cccc(C(F)(F)F)c2)o1. Yields the product Cl, COC(CN=C(N)c1ccc(-c2cccc(C(F)(F)F)c2)o1)OC. RXN SMILES: [CH3:22][O:23][CH:24]([CH2:25][NH2:26])[O:27][CH3:28].[CH3:29][CH2:30][OH:31].[ClH:1].[F:2][C:3]([c:4]1[cH:5][c:6](-[c:10]2[cH:11][cH:12][c:13]([C:15]([O:16][CH2:17][CH3:18])=[NH:19])[o:14]2)[cH:7][cH:8][cH:9]1)([F:20])[F:21]>>[ClH:1].[F:2][C:3]([c:4]1[cH:5][c:6](-[c:10]2[cH:11][cH:12][c:13]([C:15]([NH2:19])=[N:26][CH2:25][CH:24]([O:23][CH3:22])[O:27][CH3:28])[o:14]2)[cH:7][cH:8][cH:9]1)([F:20])[F:21].